Dataset: the Open Reaction Database (ORD), a public repository of structured organic reaction records. Task: describe an organic reaction: reactants, conditions, products, and yield Reactants: C(C)OC(=O)CCC(CCC(=O)OCCCCCCCCCCCCCC)=C (Tetradecyl 4-[(Ethoxycarbonyl)ethyl]-4-pentenoate), C[N+]1(CCOCC1)[O-] (N-methyl morpholine N-oxide), [O-]S(=O)[O-].[Na+].[Na+] (Na2SO3). Reagents/catalysts: O=[Os](=O)(=O)=O (OsO4). Run in CC(C)(C)O (t-BuOH), O (water). Run at time 12 hour. The product is OCC1(CCC(O1)=O)CCC(=O)OCCCCCCCCCCCCCC ((±)-5-Hydroxymethyl-5-[2-(tetradecyloxycarbonyl)ethyl]tetrahydro-2-furanone). Isolated yield 62.8%. As a reaction SMILES: C([O:3][C:4]([CH2:6][CH2:7][C:8](=[CH2:28])[CH2:9][CH2:10][C:11]([O:13][CH2:14][CH2:15][CH2:16][CH2:17][CH2:18][CH2:19][CH2:20][CH2:21][CH2:22][CH2:23][CH2:24][CH2:25][CH2:26][CH3:27])=[O:12])=[O:5])C.C[N+]1([O-])CC[O:33]CC1.[O-]S([O-])=O.[Na+].[Na+]>CC(O)(C)C.O.O=[Os](=O)(=O)=O>[OH:33][CH2:28][C:8]1([CH2:9][CH2:10][C:11]([O:13][CH2:14][CH2:15][CH2:16][CH2:17][CH2:18][CH2:19][CH2:20][CH2:21][CH2:22][CH2:23][CH2:24][CH2:25][CH2:26][CH3:27])=[O:12])[O:5][C:4](=[O:3])[CH2:6][CH2:7]1 |f:2.3.4|. Reported procedure: A stirred solution of olefin 3.18 (0.115 g, 0.29 mmol) in t-BuOH (3 mL) and water (1 mL) at 0° C., containing N-methyl morpholine N-oxide (0.069 g, 0.59 mmol), was treated with 2.5% OsO4 solution (0.16 mL). The reaction mixture was brought to room temperature slowly and stirred for 12 h; Na2SO3 (200 mg) was added and, after stirring for a few more minutes, it was concentrated under suction. The residue was extracted with EtOAc (3×10 mL) and the combined extract was washed with water (1×10 mL) an... The reactants are Cl (HCl), COC1=CC=C2C(=N1)N(C(=N2)C2CN(CCC2)C(=O)OC(C)(C)C)CCCOC (tert-butyl 3-(5-methoxy-3-(3-methoxypropyl)-3H-imidazo[4,5-b]pyridin-2-yl)piperidine-1-carboxylate). Solvent: CCO (EtOH). The product is COC1=CC=C2C(=N1)N(C(=N2)C2CNCCC2)CCCOC (5-Methoxy-3-(3-methoxypropyl)-2-(piperidin-3-yl)-3H-imidazo[4,5-b]pyridine). The yield is 97.0%. Reaction SMILES: [CH3:1][O:2][C:3]1[N:8]=[C:7]2[N:9]([CH2:25][CH2:26][CH2:27][O:28][CH3:29])[C:10]([CH:12]3[CH2:17][CH2:16][CH2:15][N:14](C(OC(C)(C)C)=O)[CH2:13]3)=[N:11][C:6]2=[CH:5][CH:4]=1.Cl>CCO>[CH3:1][O:2][C:3]1[N:8]=[C:7]2[N:9]([CH2:25][CH2:26][CH2:27][O:28][CH3:29])[C:10]([CH:12]3[CH2:17][CH2:16][CH2:15][NH:14][CH2:13]3)=[N:11][C:6]2=[CH:5][CH:4]=1. Reported procedure: tert-Butyl 3-(5-methoxy-3-(3-methoxypropyl)-3H-imidazo[4, 5-13]pyridin-2-yl)piperidine-1-carboxylate (33C) (1.19 mmol; 0.481 g) was added to a 100 mL round-bottomed flask equipped with a reflux condenser and stirring under nitrogen. EtOH (15 mL) and HCl (8M in H2O; 4 mL) were then added and the solution was heated to reflux for 15 min. Analysis of the reaction mixture by LC/MS indicated that the reaction was complete at this time. The ethanol was then removed in-vacuo. The resultant solution was... As a reaction SMILES: [CH2:1](Br)[C:2]1[CH:7]=[CH:6][CH:5]=[CH:4][CH:3]=1.[OH:9][C:10]1[CH:11]=[C:12]([CH:15]=[CH:16][CH:17]=1)[CH:13]=[O:14].C(=O)([O-])[O-].[K+].[K+].C(Cl)Cl>C(#N)C.O>[CH2:1]([O:9][C:10]1[CH:11]=[C:12]([CH:15]=[CH:16][CH:17]=1)[CH:13]=[O:14])[C:2]1[CH:7]=[CH:6][CH:5]=[CH:4][CH:3]=1 |f:2.3.4|. Yield: 103.9%. The reactants are C(C1=CC=CC=C1)Br (benzyl bromide), C(Cl)Cl (methylene chloride), OC=1C=C(C=O)C=CC1 (3-hydroxybenzaldehyde), C([O-])([O-])=O.[K+].[K+] (potassium carbonate). The product is C(C1=CC=CC=C1)OC=1C=C(C=O)C=CC1 (3-(benzyloxy)benzaldehyde). Solvent: C(C)#N (acetonitrile), O (water). Procedure details: In acetonitrile (50 mL) solvent, benzyl bromide (4.6 mL, 38.68 mmol) was added to a solution including 3-hydroxybenzaldehyde (5.0 g, 40.94 mmol) and potassium carbonate (8.49 g, 61.43 mmol), and the reaction mixture was refluxed for 3 hours. After cooling, the reaction mixture was distributed between methylene chloride and water. An organic layer was dried by using MgSO4 and filtered. The filtrate was evaporated, and water was added to the resultant solid. The solid was filtered and washed with ... The reactants are ClC1=CC=C(C=C1)C=1C(=NC=C(C(=O)O)C1)OCC(F)(F)F (5-(4-chloro-phenyl)-6-(2,2,2-trifluoro-ethoxy)-nicotinic acid), CC(C)C1=CC(=NO1)CN (5-(1-methylethyl)-3-isoxazolemethanamine). The product is ClC1=CC=C(C=C1)C=1C(=NC=C(C(=O)NCC2=NOC(=C2)C(C)C)C1)OCC(F)(F)F (5-(4-chlorophenyl)-N-((5-isopropylisoxazol-3-yl)methyl)-6-(2,2,2-trifluoroethoxy)nicotinamide). As a reaction SMILES: [Cl:1][C:2]1[CH:7]=[CH:6][C:5]([C:8]2[C:9]([O:17][CH2:18][C:19]([F:22])([F:21])[F:20])=[N:10][CH:11]=[C:12]([CH:16]=2)[C:13]([OH:15])=O)=[CH:4][CH:3]=1.[CH3:23][CH:24]([C:26]1[O:30][N:29]=[C:28]([CH2:31][NH2:32])[CH:27]=1)[CH3:25]>>[Cl:1][C:2]1[CH:3]=[CH:4][C:5]([C:8]2[C:9]([O:17][CH2:18][C:19]([F:20])([F:22])[F:21])=[N:10][CH:11]=[C:12]([CH:16]=2)[C:13]([NH:32][CH2:31][C:28]2[CH:27]=[C:26]([CH:24]([CH3:25])[CH3:23])[O:30][N:29]=2)=[O:15])=[CH:6][CH:7]=1. Procedure details: The title compound was synthesized in analogy to Example 1, using 5-(4-chloro-phenyl)-6-(2,2,2-trifluoro-ethoxy)-nicotinic acid (CAS Registry No. 1018782-82-5) and 5-(1-methylethyl)-3-isoxazolemethanamine (CAS Registry No. 154016-49-6) as starting materials, 454.1 (M+H)+.